Dataset: the Open Reaction Database (ORD), a public repository of structured organic reaction records. Task: describe an organic reaction: reactants, conditions, products, and yield Reactants: C(C(=O)Cl)(=O)Cl (oxalyl chloride), C(C)(C)(C)[Si](OCCN1N=C(C=C1)N)(C)C (1-[2-(tert-butyl-dimethyl-silanyloxy)-ethyl]-1H-pyrazol-3-ylamine), C(C)(C)(C)OC(NC1=CC(=CC=C1)CN1N=C(C=C1)NC([C@H](CC1CCCC1)C1=CC(=C(C=C1)S(=O)(=O)C)Cl)=O)=O ((3-{3-[2-(R)-(3-chloro-4-methanesulfonyl-phenyl)-3-cyclopentyl-propionylamino]-pyrazol-1-ylmethyl}-phenyl)-carbamic acid tert-butyl ester), N1=C(C=CC=C1C)C (2,6-lutidine). The solvent is C(Cl)Cl (methylene chloride), C(Cl)Cl (methylene chloride), CO (methanol), C(Cl)Cl (methylene chloride), C(Cl)Cl (methylene chloride). Reaction conditions: temperature 25 celsius, time 30 minute. Yields the product C(C)(C)(C)[Si](OCCN1N=C(C=C1)NC([C@H](CC1CCCC1)C1=CC(=C(C=C1)S(=O)(=O)C)C)=O)(C)C (N-{1-[2-(tert-butyl-dimethyl-silanyloxy)-ethyl]-1H-pyrazol-3-yl}-3-cyclopentyl-2(R)-(4-methanesulfonyl-3-methyl-phenyl)-propionamide). The yield is 94.0%. RXN SMILES: C(OC(=O)NC1C=CC=[C:10]([CH2:14][N:15]2[CH:19]=[CH:18][C:17]([NH:20][C:21](=[O:40])[C@@H:22]([C:29]3[CH:34]=[CH:33][C:32]([S:35]([CH3:38])(=[O:37])=[O:36])=[C:31](Cl)[CH:30]=3)[CH2:23][CH:24]3[CH2:28][CH2:27][CH2:26][CH2:25]3)=[N:16]2)C=1)(C)(C)C.[C:42](Cl)(=O)C(Cl)=O.N1C(C)=CC=CC=1C.[C:56]([Si:60]([CH3:71])([CH3:70])[O:61]CCN1C=CC(N)=N1)([CH3:59])([CH3:58])[CH3:57]>C(Cl)Cl.CO>[C:56]([Si:60]([CH3:71])([CH3:70])[O:61][CH2:10][CH2:14][N:15]1[CH:19]=[CH:18][C:17]([NH:20][C:21](=[O:40])[C@@H:22]([C:29]2[CH:34]=[CH:33][C:32]([S:35]([CH3:38])(=[O:37])=[O:36])=[C:31]([CH3:42])[CH:30]=2)[CH2:23][CH:24]2[CH2:25][CH2:26][CH2:27][CH2:28]2)=[N:16]1)([CH3:59])([CH3:58])[CH3:57]. Procedure: Cyclopentyl-2(R)-(4-methanesulfonyl-3-methyl-phenyl)-propionic acid (prepared as in PCT WO 2004/052869 A1, Example 57, 193 mg, 0.62 mmol) was dissolved in methylene chloride (4 mL) and N,N-dimethylfomamide (three drops) at 25° C. under argon. To this solution was added dropwise a solution of oxalyl chloride in methylene chloride (2 M solution, 320 μL, 0.65 mmol) which produced gas evolution and it was then stirred at 25° C. for 30 minutes. After this time, the reaction was cooled to 0° C. and 2,...